From a dataset of the Open Reaction Database (ORD), a public repository of structured organic reaction records. describe an organic reaction: reactants, conditions, products, and yield The reactants are CC(=O)[O-].[K+] (KOAc), BrC=1SC2=C(N1)C=C(C(=C2C2=CC=C(C=C2)Cl)[C@@H](C(=O)OCC)OC(C)(C)C)C ((S)-ethyl 2-(2-bromo-7-(4-chlorophenyl)-5-methylbenzo[d]thiazol-6-yl)-2-tert-butoxyacetate), C(=O)([O-])[O-].[K+].[K+] (K2CO3), BrC=1C=C2C(=NN(C2=CC1)C)C1CC1 (5-bromo-3-cyclopropyl-1-methyl-1H-indazole), bis-pinacolatodiboron, C(Cl)Cl (DCM), [OH-].[Na+] (NaOH). Reagents/catalysts: C=1C=CC(=CC1)[P](C=2C=CC=CC2)(C=3C=CC=CC3)[Pd]([P](C=4C=CC=CC4)(C=5C=CC=CC5)C=6C=CC=CC6)([P](C=7C=CC=CC7)(C=8C=CC=CC8)C=9C=CC=CC9)[P](C=1C=CC=CC1)(C=1C=CC=CC1)C=1C=CC=CC1 (Pd(PPh3)4), C1=CC=C(C=C1)P([C-]2C=CC=C2)C3=CC=CC=C3.C1=CC=C(C=C1)P([C-]2C=CC=C2)C3=CC=CC=C3.Cl[Pd]Cl.[Fe+2] (PdCl2(dppf)). Solvent: O1CCOCC1 (dioxane), CCO (EtOH). Run at temperature 100 celsius. Yields the product C(C)(C)(C)O[C@H](C(=O)O)C1=C(C2=C(N=C(S2)C=2C=C3C(=NN(C3=CC2)C)C2CC2)C=C1C)C1=CC=C(C=C1)Cl ((S)-2-tert-butoxy-2-(7-(4-chlorophenyl)-2-(3-cyclopropyl-1-methyl-1H-indazol-5-yl)-5-methylbenzo[d]thiazol-6-yl)acetic acid). Reaction SMILES: Br[C:2]1[CH:3]=[C:4]2[C:8](=[CH:9][CH:10]=1)[N:7]([CH3:11])[N:6]=[C:5]2[CH:12]1[CH2:14][CH2:13]1.C(Cl)Cl.CC([O-])=O.[K+].Br[C:24]1[S:25][C:26]2[C:32]([C:33]3[CH:38]=[CH:37][C:36]([Cl:39])=[CH:35][CH:34]=3)=[C:31]([C@H:40]([O:46][C:47]([CH3:50])([CH3:49])[CH3:48])[C:41]([O:43]CC)=[O:42])[C:30]([CH3:51])=[CH:29][C:27]=2[N:28]=1.C([O-])([O-])=O.[K+].[K+].[OH-].[Na+]>C1C=CC(P(C2C=CC=CC=2)[C-]2C=CC=C2)=CC=1.C1C=CC(P(C2C=CC=CC=2)[C-]2C=CC=C2)=CC=1.Cl[Pd]Cl.[Fe+2].C1C=CC([P]([Pd]([P](C2C=CC=CC=2)(C2C=CC=CC=2)C2C=CC=CC=2)([P](C2C=CC=CC=2)(C2C=CC=CC=2)C2C=CC=CC=2)[P](C2C=CC=CC=2)(C2C=CC=CC=2)C2C=CC=CC=2)(C2C=CC=CC=2)C2C=CC=CC=2)=CC=1.CCO.O1CCOCC1>[C:47]([O:46][C@@H:40]([C:31]1[C:30]([CH3:51])=[CH:29][C:27]2[N:28]=[C:24]([C:2]3[CH:3]=[C:4]4[C:8](=[CH:9][CH:10]=3)[N:7]([CH3:11])[N:6]=[C:5]4[CH:12]3[CH2:14][CH2:13]3)[S:25][C:26]=2[C:32]=1[C:33]1[CH:34]=[CH:35][C:36]([Cl:39])=[CH:37][CH:38]=1)[C:41]([OH:43])=[O:42])([CH3:50])([CH3:48])[CH3:49] |f:2.3,5.6.7,8.9,10.11.12.13,^1:103,105,124,143|. Procedure details: A vial was charged with 5-bromo-3-cyclopropyl-1-methyl-1H-indazole (49 mg, 0.19 mmol), bis-pinacolatodiboron (53 mg, 0.21 mmol), PdCl2(dppf).DCM (15 mg, 19 μmol), KOAc (62 mg, 0.62 mmol), and dioxane (1.6 mL). The reaction was sealed and heated to 100° C. for 2 h. (S)-ethyl 2-(2-bromo-7-(4-chlorophenyl)-5-methylbenzo[d]thiazol-6-yl)-2-tert-butoxyacetate (94 mg, 0.190 mmol), Pd(PPh3)4 (22 mg, 19 μmol), and 2 M aq K2CO3 (400 μL) were added; the reaction was heated at 100° C. for 1.5 h. The reactio... Starting materials: CSC(C(=O)OCC)OC1=CC(=C(C(=C1)C)C)C (ethyl 2-methylthio-2-(3,4,5-trimethylphenoxy)acetate), [OH-].[Na+] (sodium hydroxide). Solvent: C1CCOC1 (THF), O (water). Conditions: temperature 60 celsius, time 2 hour. The product is CSC(C(=O)O)OC1=CC(=C(C(=C1)C)C)C (2-methylthio-2-(3,4,5-trimethylphenoxy)acetic acid). Reaction SMILES: [CH3:1][S:2][CH:3]([O:9][C:10]1[CH:15]=[C:14]([CH3:16])[C:13]([CH3:17])=[C:12]([CH3:18])[CH:11]=1)[C:4]([O:6]CC)=[O:5].[OH-].[Na+]>C1COCC1.O>[CH3:1][S:2][CH:3]([O:9][C:10]1[CH:15]=[C:14]([CH3:16])[C:13]([CH3:17])=[C:12]([CH3:18])[CH:11]=1)[C:4]([OH:6])=[O:5] |f:1.2|. Procedure: The product from Step 2 (2.0 g) in THF (10 ml) and water (3 ml) containing sodium hydroxide (0.4 g) were stirred at 60° C. for 2 hours then cooled to ambient temperature, evaporated under reduced pressure, diluted with water and washed with diethyl ether. The aqueous fraction was acidified with dilute hydrochloric acid and extracted with ethyl acetate (three times). The extracts were combined, washed with brine, dried over magnesium sulphate, then evaporated to give 2-methylthio-2-(3,4,5-trimeth... Reactants: ClCCl, CC(C)(C)OC(=O)N1CCN(S(=O)(=O)Nc2cc(OCCCO)nc(SCc3cccc(F)c3F)n2)CC1, O=C(O)C(F)(F)F. Yields the product O=S(=O)(Nc1cc(OCCCO)nc(SCc2cccc(F)c2F)n1)N1CCNCC1. As a reaction SMILES: [Cl:46][CH2:47][Cl:48].[F:1][c:2]1[c:3]([CH2:4][S:5][c:6]2[n:7][c:8]([O:29][CH2:30][CH2:31][CH2:32][OH:33])[cH:9][c:10]([NH:12][S:13](=[O:14])(=[O:15])[N:16]3[CH2:17][CH2:18][N:19]([C:22]([O:23][C:24]([CH3:25])([CH3:26])[CH3:27])=[O:28])[CH2:20][CH2:21]3)[n:11]2)[cH:34][cH:35][cH:36][c:37]1[F:38].[F:39][C:40]([F:41])([F:42])[C:43]([OH:44])=[O:45]>>[F:1][c:2]1[c:3]([CH2:4][S:5][c:6]2[n:7][c:8]([O:29][CH2:30][CH2:31][CH2:32][OH:33])[cH:9][c:10]([NH:12][S:13](=[O:14])(=[O:15])[N:16]3[CH2:17][CH2:18][NH:19][CH2:20][CH2:21]3)[n:11]2)[cH:34][cH:35][cH:36][c:37]1[F:38]. The reactants are CC(C)C[Al](CC(C)C)CC(C)C, CC(C)=CCCC(C)=CCO, Cc1ccccc1, O=Cc1ccco1. Yields the product CC(C)=CCCC(C)=CC=O. RXN SMILES: [CH2:1]([Al:2]([CH2:3][CH:4]([CH3:5])[CH3:6])[CH2:7][CH:8]([CH3:9])[CH3:10])[CH:11]([CH3:12])[CH3:13].[CH3:14][C:15]([CH3:16])=[CH:17][CH2:18][CH2:19][C:20]([CH3:21])=[CH:22][CH2:23][OH:24].[CH3:32][c:33]1[cH:34][cH:35][cH:36][cH:37][cH:38]1.[CH:25](=[O:26])[c:27]1[o:28][cH:29][cH:30][cH:31]1>>[CH3:14][C:15]([CH3:16])=[CH:17][CH2:18][CH2:19][C:20]([CH3:21])=[CH:22][CH:23]=[O:24]. The reactants are S1C=C(C=C1)C=1C=NN2C1N=CC(=C2)C2=CC=C(C=C2)O (3-(3-thienyl)-6-(4-hydroxyphenyl)pyrazolo(1,5-A)pyrimidine), C([O-])([O-])=O.[Cs+].[Cs+] (cesium carbonate), Cl.ClCCN1CCOCC1 (N-(2-chloroethyl)morpholine hydrochloride), [I-].[Na+] (sodium iodide). Solvent: CN(C)C=O (DMF), O (water). Product: S1C=C(C=C1)C=1C=NN2C1N=CC(=C2)C2=CC=C(C=C2)OCCN2CCOCC2 (3-(3-thienyl)-6-(4-(2-(4-morpholinyl)ethoxy)phenyl) pyrazolo(1,5-A)pyrimidine). The yield is 64.7%. As a reaction SMILES: [S:1]1[CH:5]=[CH:4][C:3]([C:6]2[CH:7]=[N:8][N:9]3[CH:14]=[C:13]([C:15]4[CH:20]=[CH:19][C:18]([OH:21])=[CH:17][CH:16]=4)[CH:12]=[N:11][C:10]=23)=[CH:2]1.C(=O)([O-])[O-].[Cs+].[Cs+].Cl.Cl[CH2:30][CH2:31][N:32]1[CH2:37][CH2:36][O:35][CH2:34][CH2:33]1.[I-].[Na+]>CN(C=O)C.O>[S:1]1[CH:5]=[CH:4][C:3]([C:6]2[CH:7]=[N:8][N:9]3[CH:14]=[C:13]([C:15]4[CH:20]=[CH:19][C:18]([O:21][CH2:30][CH2:31][N:32]5[CH2:37][CH2:36][O:35][CH2:34][CH2:33]5)=[CH:17][CH:16]=4)[CH:12]=[N:11][C:10]=23)=[CH:2]1 |f:1.2.3,4.5,6.7|. Procedure: A solution of example 3 (11 mg, 0.038 mmol), cesium carbonate (37 mg, 0.11 mmol), N-(2-chloroethyl)morpholine hydrochloride (7 mg, 0.11 mmol), and sodium iodide (0.013 mmol) in DMF (3 mL) was heated at 60° C. under argon for 16 h. The reaction mixture was then poured into water (25 mL) and washed with ethyl acetate (2×25 mL). The combined organics were dried (Na2SO4), concentrated, and purified by flash chromatography [50% Hexanes/CHCl3(NH3)] to give the title compound as a yellow solid [10 mg, ... Starting materials: O=C1CCC(=O)N1Br, ClCCl, Cc1ccc(C(=O)O)cc1-n1c(C)cc(OCc2ccc(F)cc2F)cc1=O. The product is Cc1ccc(C(=O)O)cc1-n1c(C)cc(OCc2ccc(F)cc2F)c(Br)c1=O. Reaction SMILES: [Br:29][N:30]1[C:31](=[O:32])[CH2:33][CH2:34][C:35]1=[O:36].[Cl:37][CH2:38][Cl:39].[F:1][c:2]1[c:3]([CH2:4][O:5][c:6]2[cH:7][c:8](=[O:23])[n:9](-[c:13]3[cH:14][c:15]([C:16](=[O:17])[OH:18])[cH:19][cH:20][c:21]3[CH3:22])[c:10]([CH3:12])[cH:11]2)[cH:24][cH:25][c:26]([F:28])[cH:27]1>>[F:1][c:2]1[c:3]([CH2:4][O:5][c:6]2[c:7]([Br:29])[c:8](=[O:23])[n:9](-[c:13]3[cH:14][c:15]([C:16](=[O:17])[OH:18])[cH:19][cH:20][c:21]3[CH3:22])[c:10]([CH3:12])[cH:11]2)[cH:24][cH:25][c:26]([F:28])[cH:27]1. Reaction SMILES: [O:1]=[C:2]([NH:14][CH2:15][C:16]1[CH:21]=[CH:20][C:19]([Cl:22])=[CH:18][CH:17]=1)[CH2:3][CH2:4][C:5]([N:7]1[CH2:13][CH2:12][CH2:11][C@H:8]1[CH:9]=O)=[O:6].Cl.[NH2:24][OH:25].N1C=CC=CC=1>CN(C=O)C>[O:1]=[C:2]([NH:14][CH2:15][C:16]1[CH:21]=[CH:20][C:19]([Cl:22])=[CH:18][CH:17]=1)[CH2:3][CH2:4][C:5]([N:7]1[CH2:13][CH2:12][CH2:11][C@H:8]1[CH:9]=[N:24][OH:25])=[O:6] |f:1.2|. Procedure details: To a solution of N-[4-oxo-4-(4-chlorobenzylamino)butanoyl]-L-prolinal (304 mg) in DMF (2.5 ml) were added hydroxylamine hydrochloride (75 mg) and pyridine (90 μl), and the mixture was stirred at 70° C. for 2 hours. To a solution of crude (2S)-1-[4-oxo-4-(4-chlorobenzylamino)butanoyl]-2-pyrrolidinecarboxaldehyde oxime as obtained by subjecting the reaction mixture to concentration under reduced pressure, in methylene chloride (4 ml) were added pyridine (0.16 ml) and acetic anhydride (0.19 ml), an... Solvent: CN(C)C=O (DMF). Reactants: O=C(CCC(=O)N1[C@H](C=O)CCC1)NCC1=CC=C(C=C1)Cl (N-[4-oxo-4-(4-chlorobenzylamino)butanoyl]-L-prolinal), Cl.NO (hydroxylamine hydrochloride), N1=CC=CC=C1 (pyridine). Reaction conditions: temperature 70 celsius, time 2 hour. Product: O=C(CCC(=O)N1[C@@H](CCC1)C=NO)NCC1=CC=C(C=C1)Cl ((2S)-1-[4-oxo-4-(4-chlorobenzylamino)butanoyl]-2-pyrrolidinecarboxaldehyde oxime).